From a dataset of the Open Reaction Database (ORD), a public repository of structured organic reaction records. describe an organic reaction: reactants, conditions, products, and yield Reactants: IC=1C=C2C=3N(CC(N(C3C1)C)=O)C=C(C2=O)C(=O)OCC (ethyl 9-iodo-1-methyl-2,7-dioxo-2,3-dihydro-1H,7H-pyrido[1,2,3-de]quinoxaline-6-carboxylate), ClC1=CC=C(CN)C=C1 (4-chlorobenzylamine). Solvent: C(C)#N (acetonitrile). Yields the product ClC1=CC=C(CNC(=O)C=2C(C=3C=4N(CC(N(C4C=C(C3)I)C)=O)C2)=O)C=C1 (N-(4-Chlorobenzyl)-9-iodo-1-methyl-2,7-dioxo-2,3-dihydro-1H,7H-pyrido[1,2,3-de]quinoxaline-6-carboxamide). As a reaction SMILES: [I:1][C:2]1[CH:3]=[C:4]2[C:16](=[O:17])[C:15]([C:18]([O:20]CC)=O)=[CH:14][N:6]3[CH2:7][C:8](=[O:13])[N:9]([CH3:12])[C:10]([CH:11]=1)=[C:5]23.[Cl:23][C:24]1[CH:31]=[CH:30][C:27]([CH2:28][NH2:29])=[CH:26][CH:25]=1>C(#N)C>[Cl:23][C:24]1[CH:31]=[CH:30][C:27]([CH2:28][NH:29][C:18]([C:15]2[C:16](=[O:17])[C:4]3[C:5]4[N:6]([CH:14]=2)[CH2:7][C:8](=[O:13])[N:9]([CH3:12])[C:10]=4[CH:11]=[C:2]([I:1])[CH:3]=3)=[O:20])=[CH:26][CH:25]=1. Procedure details: A mixture of ethyl 9-iodo-1-methyl-2,7-dioxo-2,3-dihydro-1H,7H-pyrido[1,2,3-de]quinoxaline-6-carboxylate (Preparation 22, 400 mg) is stirred at 180° C. in 4-chlorobenzylamine (2.0 mL) for 1 h. The mixture is cooled and diluted with acetonitrile to give 412 mg of the title compound. Physical characteristics: M.p. 278-283° C.; 1H NMR (DMSO-d6) δ3.38, 4.55, 5.21, 7.35, 7.39, 7.69, 8.18, 8.76, 10.12. Anal. Found: C, 47.43; H, 3.01; N, 8.32; Cl, 7.14.